This data is from the Open Reaction Database (ORD), a public repository of structured organic reaction records. The task is: describe an organic reaction: reactants, conditions, products, and yield Starting materials: COc1ccc2c(C(=O)O)cccc2c1Br, Br, CC(=O)O. Yields the product O=C(O)c1cccc2c(Br)c(O)ccc12. As a reaction SMILES: [Br:1][c:2]1[c:3]2[cH:4][cH:5][cH:6][c:7]([C:14](=[O:15])[OH:16])[c:8]2[cH:9][cH:10][c:11]1[O:12][CH3:13].[BrH:21].[CH3:17][C:18](=[O:19])[OH:20]>>[Br:1][c:2]1[c:3]2[cH:4][cH:5][cH:6][c:7]([C:14](=[O:15])[OH:16])[c:8]2[cH:9][cH:10][c:11]1[OH:12]. Reactants: CCOC(C)=O, CCCCCC, COc1cc(I)c(C(C)O)cc1OC(C)C. Yields the product COc1cc(I)c(C(C)=O)cc1OC(C)C. Reaction SMILES: [C:23]([O:24][CH2:25][CH3:26])(=[O:27])[CH3:28].[CH3:17][CH2:18][CH2:19][CH2:20][CH2:21][CH3:22].[I:1][c:2]1[c:3]([CH:14]([CH3:15])[OH:16])[cH:4][c:5]([O:10][CH:11]([CH3:12])[CH3:13])[c:6]([O:8][CH3:9])[cH:7]1>>[I:1][c:2]1[c:3]([C:14]([CH3:15])=[O:16])[cH:4][c:5]([O:10][CH:11]([CH3:12])[CH3:13])[c:6]([O:8][CH3:9])[cH:7]1. The reactants are ClC1=C(C(=O)C2=C(C=C3CCCC3=C2)NC=C[N+](=O)[O-])C=CC=C1 (6-(2-Chlorobenzoyl)-5-(2-nitroethenylamino)indan), C1CCC2=NCCCN2CC1 (DBU). Run in C1=CC=CC=C1 (benzene). Run at temperature 90 celsius. Yields the product [N+](=O)([O-])C=1C=NC2=CC3=C(C=C2C1)CCC3 (7,8-dihydro-3-nitro-6H -cyclopenta[g]quinoline). RXN SMILES: ClC1C=CC=CC=1[C:4]([C:6]1[CH:14]=[C:13]2[C:9]([CH2:10][CH2:11][CH2:12]2)=[CH:8][C:7]=1[NH:15][CH:16]=[CH:17][N+:18]([O-:20])=[O:19])=O.C1CCN2C(=NCCC2)CC1>C1C=CC=CC=1>[N+:18]([C:17]1[CH:16]=[N:15][C:7]2[C:6]([CH:4]=1)=[CH:14][C:13]1[CH2:12][CH2:11][CH2:10][C:9]=1[CH:8]=2)([O-:20])=[O:19]. Procedure details: 6-(2-Chlorobenzoyl)-5-(2-nitroethenylamino)indan (4.8 g) was added in small portions to a solution of DBU (4.8 g) in benzene (50 ml) with heating at 90° C. The mixture was refluxed for 30 minutes and, then, washed with 2N HCl and water and dried (MgSO4). The solvent was then distilled off to give crystals of 4-2-chlorophenyl)-7,8-dihydro-3-nitro-6H -cyclopenta[g]quinoline. The crystals were collected by filtration and washed with methanol (4.50 g, 99.1%). Recrystallization from ethanol gave ligh... Yield: 58.0%. Procedure: Using the same procedure as in Example 5, methyl (2S)-2-[(4-{[1-(1,3-thiazol-4-ylmethyl)-1H-indazol-5-yl]amino}quinazolin-5-yl)oxy]propanoate (200 mg, 0.43 mmol) was reacted with dimethylamine to give the title compound as a solid (120 mg, 58%); NMR Spectrum 1.59 (d, 3H), 2.93 (s, 3H), 3.14 (s, 3H), 5.79 (s, 2H), 5.85 (q, 1H), 7.29 (d, 1H), 7.34 (d, 1H), 7.51 (s, 1H), 7.77-7.72 (m, 2H), 7.83 (m, 1H), 8.11 (s, 1H), 8.52 (m, 2H), 9.04 (s, 1H), 11.12 (br s, 1H); Mass spectrum MH+ 474. Yields the product CN(C([C@H](C)OC1=C2C(=NC=NC2=CC=C1)NC=1C=C2C=NN(C2=CC1)CC=1N=CSC1)=O)C ((2S)—N,N-dimethyl-2-[(4-{[1-(1,3-thiazol-4-ylmethyl)-1H-indazol-5-yl]amino}quinazolin-5-yl)oxy]propanamide). The reactants are S1C=NC(=C1)CN1N=CC2=CC(=CC=C12)NC1=NC=NC2=CC=CC(=C12)O[C@H](C(=O)OC)C (methyl (2S)-2-[(4-{[1-(1,3-thiazol-4-ylmethyl)-1H-indazol-5-yl]amino}quinazolin-5-yl)oxy]propanoate), CNC (dimethylamine). RXN SMILES: [S:1]1[CH:5]=[C:4]([CH2:6][N:7]2[C:15]3[C:10](=[CH:11][C:12]([NH:16][C:17]4[C:26]5[C:21](=[CH:22][CH:23]=[CH:24][C:25]=5[O:27][C@@H:28]([CH3:33])[C:29](OC)=[O:30])[N:20]=[CH:19][N:18]=4)=[CH:13][CH:14]=3)[CH:9]=[N:8]2)[N:3]=[CH:2]1.[CH3:34][NH:35][CH3:36]>>[CH3:34][N:35]([CH3:36])[C:29](=[O:30])[C@@H:28]([O:27][C:25]1[CH:24]=[CH:23][CH:22]=[C:21]2[C:26]=1[C:17]([NH:16][C:12]1[CH:11]=[C:10]3[C:15](=[CH:14][CH:13]=1)[N:7]([CH2:6][C:4]1[N:3]=[CH:2][S:1][CH:5]=1)[N:8]=[CH:9]3)=[N:18][CH:19]=[N:20]2)[CH3:33]. Starting materials: N=1NN=C(C1)S (2H-1,2,3-triazole-4-thiol), BrC1=CC=C(C=C1)I (1-bromo-4-iodobenzene), [O-]P(=O)([O-])[O-].[K+].[K+].[K+] (K3PO4), NCC(=O)O (glycine). Reagents/catalysts: [Cu]I (CuI). Solvent: CS(=O)C (DMSO), CCOC(=O)C (EtOAc). Run at temperature 110 celsius. Product: BrC1=CC=C(C=C1)SC1=CN=NN1 (5-((4-Bromophenyl)thio)-1H-1,2,3-triazole). The yield is 40.2%. RXN SMILES: [N:1]1[NH:2][N:3]=[C:4]([SH:6])[CH:5]=1.[Br:7][C:8]1[CH:13]=[CH:12][C:11](I)=[CH:10][CH:9]=1.[O-]P([O-])([O-])=O.[K+].[K+].[K+].NCC(O)=O>CS(C)=O.CCOC(C)=O.[Cu]I>[Br:7][C:8]1[CH:13]=[CH:12][C:11]([S:6][C:4]2[NH:3][N:2]=[N:1][CH:5]=2)=[CH:10][CH:9]=1 |f:2.3.4.5|. Procedure details: A mixture of 2H-1,2,3-triazole-4-thiol (870 mg, 7.10 mmol), 1-bromo-4-iodobenzene (1.00 g, 3.50 mmol), K3PO4 (1.90 g, 8.80 mmol), CuI (67.0 mg, 0.350 mmol) and glycine (132.7 mg, 1.80 mmol) in DMSO (10 mL) was heated to 110° C. for 3 days. The reaction mixture was cooled to rt, diluted with EtOAc (500 mL) and washed with water (2×400 mL) followed by brine (400 mL). The organic layer was dried over Na2SO4, filtered, and concentrated under reduced pressure to give 360 mg of compound 63a as a white... The reactants are C=1(C(O)=CC=CC1)OC (guaiacol), C1(=C(C=CC=C1)CC(=O)O)C (o-tolylacetic acid), O=P(Cl)(Cl)Cl (POCl3). The reagents and catalysts are [Cl-].[Cl-].[Zn+2] (ZnCl2). Run at temperature 80 celsius. The product is OC1=C(C=C(C=C1)C(CC1=C(C=CC=C1)C)=O)OC (1-(4-hydroxy-3-methoxyphenyl)-2-(2-methylphenyl)-1-ethanone). RXN SMILES: [C:1]1([O:8][CH3:9])[C:2](=[CH:4][CH:5]=[CH:6][CH:7]=1)[OH:3].[C:10]1([CH3:20])[CH:15]=[CH:14][CH:13]=[CH:12][C:11]=1[CH2:16][C:17](O)=[O:18].O=P(Cl)(Cl)Cl>[Cl-].[Cl-].[Zn+2]>[OH:3][C:2]1[CH:4]=[CH:5][C:6]([C:17](=[O:18])[CH2:16][C:11]2[CH:12]=[CH:13][CH:14]=[CH:15][C:10]=2[CH3:20])=[CH:7][C:1]=1[O:8][CH3:9] |f:3.4.5|. Reported procedure: To a mixture of guaiacol (1.24 g, 10 mmol), o-tolylacetic acid (1.50 9, 10 mmol), and ZnCl2 (5 g, 36.7 mmol) there was added POCl3 (15 mL, 161 mmol) and the resulting suspension was stirred and heated to 80° C. for 1.5 h. The reaction mixture was cooled and poured onto ice/water and the resulting suspension was stirred at room temperature for 1 h and then extracted with ethyl acetate. The organic layer was separated, washed with brine and dried with sodium sulphate. Volatiles were evaporated und... The reactants are O (H2O), C1(CCCCC1)CSC1=CC2=C(NC(=N2)NC(OC)=O)C=C1 ([5-[(Cyclohexylmethyl)thio]-1H-benzimidazol-2-yl]carbamic acid, methyl ester), CN(CCCO)C (3-dimethylamino-1-propanol). Run in C1(=CC=CC=C1)C (toluene). The product is C1=CC(CCC1)CSC1=CC2=C(NC(=N2)NC(OCCCN(C)C)=O)C=C1 ([5-[(Cyclohexen-3-ylmethyl)thio]-1H-benzimidazol-2-yl]-carbamic acid, 3-dimethylaminopropyl ester). RXN SMILES: [CH:1]1([CH2:7][S:8][C:9]2[CH:22]=[CH:21][C:12]3[NH:13][C:14]([NH:16][C:17](=[O:20])[O:18][CH3:19])=[N:15][C:11]=3[CH:10]=2)[CH2:6][CH2:5][CH2:4][CH2:3][CH2:2]1.[CH3:23][N:24]([CH3:29])[CH2:25][CH2:26]CO.O>C1(C)C=CC=CC=1>[CH:5]1[CH2:4][CH2:3][CH2:2][CH:1]([CH2:7][S:8][C:9]2[CH:22]=[CH:21][C:12]3[NH:13][C:14]([NH:16][C:17](=[O:20])[O:18][CH2:19][CH2:26][CH2:25][N:24]([CH3:29])[CH3:23])=[N:15][C:11]=3[CH:10]=2)[CH:6]=1. Procedure: A mixture of 0.01 mole of the methyl ester of Example 4 and 0.02 mole of 3-dimethylamino-1-propanol is refluxed in 20 ml of toluene until all the H2O present has been azeotroped off. The heating mantle is removed and 0.25 g of aluminum isopropoxide is added. The mixture is then refluxed overnight. After cooling the solid present is filtered off, washed with water and crystallized.